This data is from the Open Reaction Database (ORD), a public repository of structured organic reaction records. The task is: describe an organic reaction: reactants, conditions, products, and yield Starting materials: O=C(O)C(F)(F)F, O, CSc1ccccc1, O=C(CCCCC1SCC2NC(=O)NC21)Nc1ccc(NC(=O)OCC2c3ccccc3-c3ccccc32)cc1OCc1ccccc1. Yields the product O=C(CCCCC1SCC2NC(=O)NC21)Nc1ccc(NC(=O)OCC2c3ccccc3-c3ccccc32)cc1O. Reaction SMILES: [F:57][C:58]([F:59])([F:60])[C:61]([OH:62])=[O:63].[OH2:64].[c:49]1([S:50][CH3:51])[cH:52][cH:53][cH:54][cH:55][cH:56]1.[cH:1]1[cH:2][cH:3][cH:4][c:5]2[c:13]1[CH:12]([CH2:14][O:15][C:16]([NH:17][c:18]1[cH:19][c:20]([O:40][CH2:41][c:42]3[cH:43][cH:44][cH:45][cH:46][cH:47]3)[c:21]([NH:24][C:25]([CH2:26][CH2:27][CH2:28][CH2:29][CH:30]3[S:31][CH2:32][CH:33]4[NH:34][C:35](=[O:38])[NH:36][CH:37]34)=[O:39])[cH:22][cH:23]1)=[O:48])[c:11]1[c:6]-2[cH:7][cH:8][cH:9][cH:10]1>>[cH:1]1[cH:2][cH:3][cH:4][c:5]2[c:13]1[CH:12]([CH2:14][O:15][C:16]([NH:17][c:18]1[cH:19][c:20]([OH:40])[c:21]([NH:24][C:25]([CH2:26][CH2:27][CH2:28][CH2:29][CH:30]3[S:31][CH2:32][CH:33]4[NH:34][C:35](=[O:38])[NH:36][CH:37]34)=[O:39])[cH:22][cH:23]1)=[O:48])[c:11]1[c:6]-2[cH:7][cH:8][cH:9][cH:10]1. Starting materials: C[Li] (methyl lithium), C1(=CC=CC=2C3=CC=CC=C3CC12)C(=O)O (1-fluorenecarboxylic acid), O (water). Solvent: O1CCCC1 (tetrahydrofuran). Run at time 3 hour. The product is C(C)(=O)C1=CC=CC=2C3=CC=CC=C3CC12 (1-acetylfluorene). RXN SMILES: [C:1]1([C:14](O)=[O:15])[C:13]2[CH2:12][C:11]3[C:6](=[CH:7][CH:8]=[CH:9][CH:10]=3)[C:5]=2[CH:4]=[CH:3][CH:2]=1.[CH3:17][Li].O>O1CCCC1>[C:14]([C:1]1[C:13]2[CH2:12][C:11]3[C:6](=[CH:7][CH:8]=[CH:9][CH:10]=3)[C:5]=2[CH:4]=[CH:3][CH:2]=1)(=[O:15])[CH3:17]. Procedure details: To a solution of 108 g. of 1-fluorenecarboxylic acid in 2 liters of dry tetrahydrofuran cooled to -78° C. by means of an external dry ice/acetone bath were added 2 moles of methyl lithium (6 molar solution in diethyl ether). The reaction was stirred at room temperature for 3 hours and then poured into 3 liters of water. The layers were separated and the aqueous layer was extracted with ethyl acetate. The combined organic layers were dried over sodium sulfate and evaporated in vacuo. The residue ... The reactants are C1=CC=CC=C1 (benzene), COC(C(CC(C=[N+]=[N-])=O)NC(=O)OC(C)(C)C)=O (2-tert-butoxycarbonylamino-5-diazo-4-oxo-pentanoic acid methyl ester), C1=CC=CC=C1 (benzene). Reagents/catalysts: CC(=O)[O-].CC(=O)[O-].CC(=O)[O-].CC(=O)[O-].[Rh+2].[Rh+2] (rhodium acetate dimer). Conditions: time 2 hour. Product: COC(=O)C1N(CCC(C1)=O)C(=O)OC(C)(C)C (4-oxo-piperidine-1,2-dicarboxylic acid 1-tert-butyl ester 2-methyl ester). Reaction SMILES: [CH3:1][O:2][C:3](=[O:19])[CH:4]([NH:11][C:12]([O:14][C:15]([CH3:18])([CH3:17])[CH3:16])=[O:13])[CH2:5][C:6](=[O:10])[CH:7]=[N+]=[N-].[CH:20]1C=CC=CC=1>CC([O-])=O.CC([O-])=O.CC([O-])=O.CC([O-])=O.[Rh+2].[Rh+2]>[CH3:1][O:2][C:3]([CH:4]1[CH2:5][C:6](=[O:10])[CH2:7][CH2:20][N:11]1[C:12]([O:14][C:15]([CH3:18])([CH3:17])[CH3:16])=[O:13])=[O:19] |f:2.3.4.5.6.7|. Procedure: To a refluxing mixture of rhodium acetate dimer (0.0093 g, 0.02 mmol) and 40 mL of benzene was added dropwise a solution of 2-tert-butoxycarbonylamino-5-diazo-4-oxo-pentanoic acid methyl ester (0.60 g, 2.1 mmol) in 4.5 mL of benzene. After stirring for 2 h at reflux, the mixture was cooled to room temperature, concentrated in vacuo, and filtered through a small pad of silica gel eluting with 1:1 ethyl acetate-hexane. Concentration of the filtrate afforded 0.53 g of 4-oxo-piperidine-1,2-dicarboxy... Starting materials: S(O)(O)(=O)=O (sulfuric acid), ClC(C=CC(=O)C1=CC=NC=C1)(Cl)Cl (4,4,4-trichloro-1-(4-pyridyl)-but-2-ene-1-one). Yields the product ClC(C(=CC(=O)C1=CC=NC=C1)O)(Cl)Cl (4,4,4-trichloro-3-hydroxy-1-(4-pyridyl)-but-2-ene-1-one). RXN SMILES: S(=O)(=O)(O)[OH:2].[Cl:6][C:7]([Cl:19])([Cl:18])[CH:8]=[CH:9][C:10]([C:12]1[CH:17]=[CH:16][N:15]=[CH:14][CH:13]=1)=[O:11]>>[Cl:19][C:7]([Cl:6])([Cl:18])[C:8]([OH:2])=[CH:9][C:10]([C:12]1[CH:13]=[CH:14][N:15]=[CH:16][CH:17]=1)=[O:11]. Reported procedure: 5 g (0.018 moles) of this substance were treated with sulfuric acid as described in Example 1b. Obtained were 4.2 g (95% of the theoretical) of 4,4,4-trichloro-1-(4-pyridyl)-but-2-ene-1-one, in the form of brown crystals. Decomposition point 150° C. As a reaction SMILES: [Cl:1][C:2]1[CH:7]=[CH:6][C:5]([CH:8]=[CH:9][C:10]([C:12]2[CH:17]=[CH:16][CH:15]=[CH:14][CH:13]=2)=[O:11])=[CH:4][CH:3]=1.C(OC(C1CC(C(OCC)=O)=C(C)NC=1C)=O)C>C1(C)C=CC=CC=1>[Cl:1][C:2]1[CH:3]=[CH:4][C:5]([CH2:8][CH2:9][C:10]([C:12]2[CH:13]=[CH:14][CH:15]=[CH:16][CH:17]=2)=[O:11])=[CH:6][CH:7]=1. Solvent: C1(=CC=CC=C1)C (toluene). Starting materials: ClC1=CC=C(C=C1)C=CC(=O)C1=CC=CC=C1 (3-(4-chlorophenyl)-1-phenylprop-2-en-1-one), C(C)OC(=O)C1=C(NC(=C(C1)C(=O)OCC)C)C (3,5-bis(ethoxycarbonyl)-1,4-dihydro-2,6-dimethylpyridine). Yields the product ClC1=CC=C(C=C1)CCC(=O)C1=CC=CC=C1 (3-(4-chlorophenyl)-1-phenylpropan-1-one). Reaction conditions: temperature 70 celsius, time 17 hour. Yield: 76.4%. Reported procedure: Silica gel (5.26 g) was added to a solution of 3-(4-chlorophenyl)-1-phenylprop-2-en-1-one (0.636 g) and 3,5-bis(ethoxycarbonyl)-1,4-dihydro-2,6-dimethylpyridine (1 g) in toluene (20 ml). The slurry was stirred at 70° C. in the dark for 17 h. After removal of the solvent the residue was purified by flash chromatography on silica gel (petrol ether/ethyl acetate) to provide 3-(4-chlorophenyl)-1-phenylpropan-1-one (0.49 g) as colourless solid.